This data is from the Open Reaction Database (ORD), a public repository of structured organic reaction records. The task is: describe an organic reaction: reactants, conditions, products, and yield Starting materials: C, CCO, CI, CCOC(=O)c1ccc2c(c1)CCC=C2CCO, [Pd]. Yields the product CCOC(=O)c1ccc2c(c1)CCCC2CCO. RXN SMILES: [C:24].[CH3:21][CH2:22][OH:23].[I:1][CH3:2].[OH:3][CH2:4][CH2:5][C:6]1=[CH:15][CH2:14][CH2:13][c:12]2[c:7]1[cH:8][cH:9][c:10]([C:16](=[O:17])[O:18][CH2:19][CH3:20])[cH:11]2.[Pd:25]>>[OH:3][CH2:4][CH2:5][CH:6]1[c:7]2[cH:8][cH:9][c:10]([C:16](=[O:17])[O:18][CH2:19][CH3:20])[cH:11][c:12]2[CH2:13][CH2:14][CH2:15]1. Reactants: N1=CC=C(C=C1)C=1C=CC(NN1)=O (6-(4-Pyridinyl)-3(2H)-pyridazinone), N1=CC=C(C=C1)C=1CCC(NN1)=O (4,5-dihydro-6-(4-pyridinyl)-3(2H)-pyridazinone), BrBr (bromine). Solvent: C(C)(=O)O (acetic acid), C(C)(=O)O (acetic acid). Reaction conditions: time 6 hour. The product is O.N1=CC=C(C=C1)C=1C=CC(NN1)=O (6-(4-pyridinyl)-3(2H)-pyridazinone hydrate). As a reaction SMILES: N1C=CC(C2C=CC(=[O:13])NN=2)=CC=1.[N:14]1[CH:19]=[CH:18][C:17]([C:20]2[CH2:21][CH2:22][C:23](=[O:26])[NH:24][N:25]=2)=[CH:16][CH:15]=1.BrBr>C(O)(=O)C>[OH2:13].[N:14]1[CH:19]=[CH:18][C:17]([C:20]2[CH:21]=[CH:22][C:23](=[O:26])[NH:24][N:25]=2)=[CH:16][CH:15]=1 |f:4.5|. Procedure details: B-11. 6-(4-Pyridinyl)-3(2H)-pyridazinone--A 2 liter 3-necked round bottom flask was equipped with a mechanical stirrer, a reflux condenser and a dropping funnel. Into the flask was placed 750 ml. of acetic acid and 16.3 g. of 4,5-dihydro-6-(4-pyridinyl)-3(2H)-pyridazinone. The mixture was heated on a steam bath for about 20 minutes and then a solution containing 50 ml. of bromine and 150 ml. of acetic acid was initially added dropwise. The first 50 ml. of solution was added over a period of abou... Starting materials: BrC=1C=2C3=C(C(NC2C(=CC1OC)C)=O)SC=C3 (9-bromo-8-methoxy-6-methylthieno[2,3-c]quinolin-4(5H)-one), CN(C(OC(C)(C)C)=O)CC(C(C)C)C1=CC=C(C=C1)B1OC(C(O1)(C)C)(C)C (tert-butyl methyl(3-methyl-2-(4-(4,4,5,5-tetramethyl-1,3,2-dioxaborolan-2-yl)phenyl)butyl)carbamate). Yields the product COC1=C(C=2C3=C(C(NC2C(=C1)C)=O)SC=C3)C3=CC=C(C=C3)C(CN(C(OC(C)(C)C)=O)C)C(C)C (tert-Butyl 2-(4-(8-methoxy-6-methyl-4-oxo-4,5-dihydrothieno[2,3-c]quinolin-9-yl)phenyl)-3-methylbutyl(methyl)carbamate). Isolated yield 14.0%. As a reaction SMILES: Br[C:2]1[C:3]2[C:4]3[CH:18]=[CH:17][S:16][C:5]=3[C:6](=[O:15])[NH:7][C:8]=2[C:9]([CH3:14])=[CH:10][C:11]=1[O:12][CH3:13].[CH3:19][N:20]([CH2:28][CH:29]([C:33]1[CH:38]=[CH:37][C:36](B2OC(C)(C)C(C)(C)O2)=[CH:35][CH:34]=1)[CH:30]([CH3:32])[CH3:31])[C:21](=[O:27])[O:22][C:23]([CH3:26])([CH3:25])[CH3:24]>>[CH3:13][O:12][C:11]1[CH:10]=[C:9]([CH3:14])[C:8]2[NH:7][C:6](=[O:15])[C:5]3[S:16][CH:17]=[CH:18][C:4]=3[C:3]=2[C:2]=1[C:36]1[CH:35]=[CH:34][C:33]([CH:29]([CH:30]([CH3:32])[CH3:31])[CH2:28][N:20]([CH3:19])[C:21](=[O:27])[O:22][C:23]([CH3:25])([CH3:26])[CH3:24])=[CH:38][CH:37]=1. Procedure details: Following General Procedure B, 9-bromo-8-methoxy-6-methylthieno[2,3-c]quinolin-4(5H)-one) (440 mg, 1.4 mmol) was reacted with tert-butyl methyl(3-methyl-2-(4-(4,4,5,5-tetramethyl-1,3,2-dioxaborolan-2-yl)phenyl)butyl)carbamate (600 mg, 1.5 mmol) to afford the desired product (100 mg, 14%) as a yellow solid: ESI MS m/z 521 [C30H36N2O4S+H]+. Starting materials: O=C1CC(NC(=O)OCc2ccccc2)C1, C1CCOC1, CC(=O)O, CCC(C)[BH-](C(C)CC)C(C)CC, [K+]. Product: O=C(NC1CC(O)C1)OCc1ccccc1. As a reaction SMILES: [CH2:1]([c:2]1[cH:3][cH:4][cH:5][cH:6][cH:7]1)[O:8][C:9](=[O:10])[NH:11][CH:12]1[CH2:13][C:14](=[O:16])[CH2:15]1.[CH2:35]1[O:36][CH2:37][CH2:38][CH2:39]1.[CH3:31][C:32](=[O:33])[OH:34].[CH:17]([BH-:18]([CH:19]([CH2:20][CH3:21])[CH3:22])[CH:23]([CH2:24][CH3:25])[CH3:26])([CH2:27][CH3:28])[CH3:29].[K+:30]>>[CH2:1]([c:2]1[cH:3][cH:4][cH:5][cH:6][cH:7]1)[O:8][C:9](=[O:10])[NH:11][CH:12]1[CH2:13][CH:14]([OH:16])[CH2:15]1.